Task: describe an organic reaction: reactants, conditions, products, and yield. Dataset: the Open Reaction Database (ORD), a public repository of structured organic reaction records Reactants: CCOC(=O)C1=CN=CN1C(C)C2=CC=CC=C2 (R-(+) ethyl 1-(1-phenylethyl)-1H-imidazole-5-carboxylate), IC (iodomethane). Conditions: time 24 hour. Reaction SMILES: [CH3:1][CH2:2][O:3][C:4]([C:6]1[N:10]([CH:11]([C:13]2[CH:18]=[CH:17][CH:16]=[CH:15][CH:14]=2)[CH3:12])[CH:9]=[N:8][CH:7]=1)=[O:5].[I:19][CH3:20]>ClCCl>[I-:19].[CH2:2]([O:3][C:4]([C:6]1[NH+:10]([CH:11]([C:13]2[CH:14]=[CH:15][CH:16]=[CH:17][CH:18]=2)[CH3:12])[CH2:9][N:8]([CH3:20])[CH:7]=1)=[O:5])[CH3:1] |f:3.4|. Product: [I-].C(C)OC(=O)C1=CN(C[NH+]1C(C)C1=CC=CC=C1)C (5-ethoxycarbonyl-3-methyl-1-(1-phenylethyl)-1H-imidazolium iodide). Reported procedure: To a stirred solution of 7 parts of R-(+) ethyl 1-(1-phenylethyl)-1H-imidazole-5-carboxylate in 19.5 parts of iodomethane were added 21.3 parts of dichloromethane and the whole was stirred for 24 hours at room temperature. The reaction mixture was evaporated and the residue was crystallized from 2-propanol. The product was filtered off and washed with petroleum ether, yielding 7.03 parts of 5-ethoxycarbonyl-3-methyl-1-(1-phenylethyl)-1H-imidazolium iodide; mp. 159.5° C.; [α]D =-62.79° (10% water... The solvent is ClCCl (dichloromethane). The reactants are FC1=CC=C(C=N1)C=O (6-Fluoro-3-pyridinecarboxaldehyde), N1CCCC1 (pyrrolidine). Run in O1CCCC1 (tetrahydrofuran). Reaction conditions: temperature 60 celsius, time 5 hour. Product: N1(CCCC1)C1=CC=C(C=N1)C=O (6-(pyrrolidin-1-yl)-3-pyridinecarboxaldehyde). The yield is 84.5%. RXN SMILES: F[C:2]1[N:7]=[CH:6][C:5]([CH:8]=[O:9])=[CH:4][CH:3]=1.[NH:10]1[CH2:14][CH2:13][CH2:12][CH2:11]1>O1CCCC1>[N:10]1([C:2]2[N:7]=[CH:6][C:5]([CH:8]=[O:9])=[CH:4][CH:3]=2)[CH2:14][CH2:13][CH2:12][CH2:11]1. Reported procedure: 6-Fluoro-3-pyridinecarboxaldehyde (152 mg, 1.22=01) was dissolved in tetrahydrofuran (3.0 mL). To this, pyrrolidine (507 μL, 6.08 mmol) was added under a nitrogen atmosphere at room temperature and the mixture was stirred at the same temperature for 2 hours and successively at 60° C. for 5 hours. The reaction mixture was concentrated, and the residue was purified by silica gel column chromatography (hexane/ethyl acetate=1/1) to give 6-(pyrrolidin-1-yl)-3-pyridinecarboxaldehyde (181 mg, yield: 84...